This data is from the Open Reaction Database (ORD), a public repository of structured organic reaction records. The task is: describe an organic reaction: reactants, conditions, products, and yield Starting materials: COC(=O)C=1SC(=CC1N(C(=O)[C@@H]1CC[C@H](CC1)C)C1CCN(CC1)C(C(C)C)=O)C1=CCCCC1 (5-cyclohex-1-enyl-3-[(1-isobutyryl-piperidin-4-yl)-(trans-4-methyl cyclohexanecarbonyl)-amino]-thiophene-2-carboxylic acid methyl ester), [Li+].[OH-] (LiOH), O (water). Yield: 59.9%. The product is C1(=CCCCC1)C1=CC(=C(S1)C(=O)O)N(C(=O)[C@@H]1CC[C@H](CC1)C)C1CCN(CC1)C(C(C)C)=O (5-cyclohex-1-enyl-3-[(1-isobutyryl-piperidin-4-yl)-(trans-4-methyl cyclohexanecarbonyl)-amino]-thiophene-2-carboxylic acid). Reported procedure: To a stirred solution of 5-cyclohex-1-enyl-3-[(1-isobutyryl-piperidin-4-yl)-(trans-4-methyl cyclohexanecarbonyl)-amino]-thiophene-2-carboxylic acid methyl ester (50 mg, 0.10 mmol) in THF: H2O: MeOH (3:1:2) (3 mL), was added LiOH in water (1N) (0.3 mL, 0.3 mmol). The reaction mixture was stirred at 70° C. for 5 h. The mixture was concentrated under reduced pressure on a rotary evaporator and the residue was treated with a solution of 0.1 N HCl and extracted in EtOAc. The EtOAc layer was dried ove... The solvent is C1CCOC1.O.CO (THF H2O MeOH). As a reaction SMILES: C[O:2][C:3]([C:5]1[S:6][C:7]([C:31]2[CH2:36][CH2:35][CH2:34][CH2:33][CH:32]=2)=[CH:8][C:9]=1[N:10]([CH:20]1[CH2:25][CH2:24][N:23]([C:26](=[O:30])[CH:27]([CH3:29])[CH3:28])[CH2:22][CH2:21]1)[C:11]([C@H:13]1[CH2:18][CH2:17][C@H:16]([CH3:19])[CH2:15][CH2:14]1)=[O:12])=[O:4].[Li+].[OH-].O>C1COCC1.O.CO>[C:31]1([C:7]2[S:6][C:5]([C:3]([OH:4])=[O:2])=[C:9]([N:10]([CH:20]3[CH2:21][CH2:22][N:23]([C:26](=[O:30])[CH:27]([CH3:29])[CH3:28])[CH2:24][CH2:25]3)[C:11]([C@H:13]3[CH2:18][CH2:17][C@H:16]([CH3:19])[CH2:15][CH2:14]3)=[O:12])[CH:8]=2)[CH2:36][CH2:35][CH2:34][CH2:33][CH:32]=1 |f:1.2,4.5.6|. Reaction conditions: temperature 70 celsius, time 5 hour. Starting materials: Cl (hydrochloric acid), [OH-].[Na+] (sodium hydroxide), mixture, CO (methanol), C(C(C)C)N(CCC1=CNC2=CC=CC=C12)C(CCCC(=O)OC)=O (N-isobutyl-N-(4-methoxycarbonylbutyryl)-tryptamine). Run in O (water). Reaction conditions: temperature 60 celsius, time 30 minute. Yields the product C(C(C)C)N(CCC1=CNC2=CC=CC=C12)C(CCCC(=O)O)=O (N-isobutyl-N-(4-carboxybutyryl)-tryptamine). The yield is 99.3%. Reaction SMILES: [OH-].[Na+].CO.[CH2:5]([N:9]([C:21](=[O:29])[CH2:22][CH2:23][CH2:24][C:25]([O:27]C)=[O:26])[CH2:10][CH2:11][C:12]1[C:20]2[C:15](=[CH:16][CH:17]=[CH:18][CH:19]=2)[NH:14][CH:13]=1)[CH:6]([CH3:8])[CH3:7].Cl>O>[CH2:5]([N:9]([C:21](=[O:29])[CH2:22][CH2:23][CH2:24][C:25]([OH:27])=[O:26])[CH2:10][CH2:11][C:12]1[C:20]2[C:15](=[CH:16][CH:17]=[CH:18][CH:19]=2)[NH:14][CH:13]=1)[CH:6]([CH3:7])[CH3:8] |f:0.1|. Procedure: 1.5 ml of an aqueous 10% sodium hydroxide solution and 10 ml of a mixture of methanol and water (1:1) were added to 0.63 g of N-isobutyl-N-(4-methoxycarbonylbutyryl)-tryptamine (i.e., 3-[2-(N-isobutyl-4-methoxycarbonylbutanamido)ethyl]-indole). The mixture was stirred at 60° C. for 30 minutes. After the reaction was completed, the mixture was evaporated to remove solvent. The residue thus obtained was adjusted to a pH of 2.0 with 10% hydrochloric acid, and then extracted with chloroform. The ext... Reaction SMILES: [Br:1][c:2]1[cH:3][c:4]([F:24])[c:5]([C:8](=[O:9])[N:10]2[CH2:11][CH2:12][N:13]([c:16]3[n:17][cH:18][c:19]([CH3:23])[cH:20][c:21]3[CH3:22])[CH2:14][CH2:15]2)[cH:6][cH:7]1.[CH2:25]([CH3:26])[CH:27]1[NH:28][C:29](=[O:32])[O:30][CH2:31]1>>[c:2]1([N:28]2[CH:27]([CH2:25][CH3:26])[CH2:31][O:30][C:29]2=[O:32])[cH:3][c:4]([F:24])[c:5]([C:8](=[O:9])[N:10]2[CH2:11][CH2:12][N:13]([c:16]3[n:17][cH:18][c:19]([CH3:23])[cH:20][c:21]3[CH3:22])[CH2:14][CH2:15]2)[cH:6][cH:7]1. The product is CCC1COC(=O)N1c1ccc(C(=O)N2CCN(c3ncc(C)cc3C)CC2)c(F)c1. The reactants are Cc1cnc(N2CCN(C(=O)c3ccc(Br)cc3F)CC2)c(C)c1, CCC1COC(=O)N1. Reactants: CCO, [K+], [OH-], O, CCOC(=O)c1cnc(NCc2cccs2)nc1-c1ccccc1. Yields the product O=C(O)c1cnc(NCc2cccs2)nc1-c1ccccc1. Reaction SMILES: [CH3:27][CH2:28][OH:29].[K+:26].[OH-:25].[OH2:30].[c:1]1(-[c:7]2[n:8][c:9]([NH:18][CH2:19][c:20]3[s:21][cH:22][cH:23][cH:24]3)[n:10][cH:11][c:12]2[C:13](=[O:14])[O:15][CH2:16][CH3:17])[cH:2][cH:3][cH:4][cH:5][cH:6]1>>[c:1]1(-[c:7]2[n:8][c:9]([NH:18][CH2:19][c:20]3[s:21][cH:22][cH:23][cH:24]3)[n:10][cH:11][c:12]2[C:13](=[O:14])[OH:15])[cH:2][cH:3][cH:4][cH:5][cH:6]1. The reactants are COC1=C2C=CN(C2=CC(=C1)C(=N)N)C (4-methoxy-1-methyl-1H-indole-6-carboxamidine), ClC1=C(C=C(C#N)C#N)C=CC(=C1)Cl (2-(2,4-dichloro-benzylidene)-malononitrile). The product is NCC=1C(=NC(=NC1C1=C(C=C(C=C1)Cl)Cl)C1=CC(=C2C=CN(C2=C1)C)OC)N (5-Aminomethyl-6-(2,4-dichloro-phenyl)-2-(4-methoxy-1-methyl-1H-indol-6-yl)-pyrimidin-4-ylamine). Reaction SMILES: [CH3:1][O:2][C:3]1[CH:11]=[C:10]([C:12]([NH2:14])=[NH:13])[CH:9]=[C:8]2[C:4]=1[CH:5]=[CH:6][N:7]2[CH3:15].[Cl:16][C:17]1[CH:28]=[C:27]([Cl:29])[CH:26]=[CH:25][C:18]=1[CH:19]=[C:20]([C:23]#[N:24])[C:21]#[N:22]>>[NH2:24][CH2:23][C:20]1[C:21]([NH2:22])=[N:13][C:12]([C:10]2[CH:9]=[C:8]3[C:4]([CH:5]=[CH:6][N:7]3[CH3:15])=[C:3]([O:2][CH3:1])[CH:11]=2)=[N:14][C:19]=1[C:18]1[CH:25]=[CH:26][C:27]([Cl:29])=[CH:28][C:17]=1[Cl:16]. Reported procedure: The title compound, MS: m/e=428.0 (M+H+), was prepared from 4-methoxy-1-methyl-1H-indole-6-carboxamidine and 2-(2,4-dichloro-benzylidene)-malononitrile in analogy to the process described in Example 11 as a solid. Starting materials: O=C([O-])[O-], CCOC(=O)c1cn(Cc2ccccc2)nc1O, CN(C)C=O, Cc1oc(-c2ccccc2)nc1COc1ccc(CCl)cc1, [K+], [K+], O. Yields the product CCOC(=O)c1cn(Cc2ccccc2)nc1OCc1ccc(OCc2nc(-c3ccccc3)oc2C)cc1. RXN SMILES: [C:41](=[O:42])([O-:43])[O-:44].[CH2:23]([c:24]1[cH:25][cH:26][cH:27][cH:28][cH:29]1)[n:30]1[n:31][c:32]([OH:40])[c:33]([C:35](=[O:36])[O:37][CH2:38][CH3:39])[cH:34]1.[CH3:47][N:48]([CH3:49])[CH:50]=[O:51].[Cl:1][CH2:2][c:3]1[cH:4][cH:5][c:6]([O:7][CH2:8][c:9]2[n:10][c:11](-[c:15]3[cH:16][cH:17][cH:18][cH:19][cH:20]3)[o:12][c:13]2[CH3:14])[cH:21][cH:22]1.[K+:45].[K+:46].[OH2:52]>>[CH2:2]([c:3]1[cH:4][cH:5][c:6]([O:7][CH2:8][c:9]2[n:10][c:11](-[c:15]3[cH:16][cH:17][cH:18][cH:19][cH:20]3)[o:12][c:13]2[CH3:14])[cH:21][cH:22]1)[O:40][c:32]1[n:31][n:30]([CH2:23][c:24]2[cH:25][cH:26][cH:27][cH:28][cH:29]2)[cH:34][c:33]1[C:35](=[O:36])[O:37][CH2:38][CH3:39]. Reactants: ClCCl, COc1cnc2c(c1)cc(C(O)CC1CCCCC1)n2S(=O)(=O)c1ccccc1. The product is COc1cnc2c(c1)cc(C(=O)CC1CCCCC1)n2S(=O)(=O)c1ccccc1. Reaction SMILES: [Cl:30][CH2:31][Cl:32].[c:1]1([S:7](=[O:8])(=[O:9])[n:10]2[c:11]([CH:21]([CH2:22][CH:23]3[CH2:24][CH2:25][CH2:26][CH2:27][CH2:28]3)[OH:29])[cH:12][c:13]3[c:14]2[n:15][cH:16][c:17]([O:19][CH3:20])[cH:18]3)[cH:2][cH:3][cH:4][cH:5][cH:6]1>>[c:1]1([S:7](=[O:8])(=[O:9])[n:10]2[c:11]([C:21]([CH2:22][CH:23]3[CH2:24][CH2:25][CH2:26][CH2:27][CH2:28]3)=[O:29])[cH:12][c:13]3[c:14]2[n:15][cH:16][c:17]([O:19][CH3:20])[cH:18]3)[cH:2][cH:3][cH:4][cH:5][cH:6]1. The reactants are C(COCCO)O (diethyleneglycol), [H-].[Na+] (sodium hydride), [Cl-].C[SiH](C(C)(C)C)C (dimethylterbutylsilane chloride). The solvent is O1CCCC1 (tetrahydrofuran). Reaction conditions: time 45 minute. Yields the product CC(C)(C)[Si](OCCOCCO)(C)C (2-[2-[[(1,1-dimethylethyl) dimethylsilyl]oxy]ethoxy]ethanol). Yield: 97.9%. RXN SMILES: [CH2:1]([OH:7])[CH2:2][O:3][CH2:4][CH2:5][OH:6].[H-].[Na+].[Cl-].[CH3:11][SiH:12]([CH3:17])[C:13]([CH3:16])([CH3:15])[CH3:14]>O1CCCC1>[CH3:14][C:13]([Si:12]([CH3:17])([CH3:11])[O:7][CH2:1][CH2:2][O:3][CH2:4][CH2:5][OH:6])([CH3:16])[CH3:15] |f:1.2,3.4|. Reported procedure: 20 g of diethyleneglycol is added to 9.05 g of sodium hydride in 320 cm3 of tetrahydrofuran, the reaction medium is agitated for 45 minutes, 28.3 g of dimethylterbutylsilane chloride is added, agitation is carried out for 3 hours while leaving the temperature to return to ambient. Extraction is carried out with ether, followed by washing with an aqueous solution of sodium bicarbonate, with salt water, drying and evaporating the solvent. 40.25 g of expected product is obtained. Isolated yield 66.2%. The reagents and catalysts are C=1C=CC(=CC1)[P](C=2C=CC=CC2)(C=3C=CC=CC3)[Pd]([P](C=4C=CC=CC4)(C=5C=CC=CC5)C=6C=CC=CC6)([P](C=7C=CC=CC7)(C=8C=CC=CC8)C=9C=CC=CC9)[P](C=1C=CC=CC1)(C=1C=CC=CC1)C=1C=CC=CC1 (Pd(PPh3)4), [Cl-].[Zn+2].[Cl-] (zinc chloride). Conditions: time 24 hour. Run in O (water), O1CCCC1 (tetrahydrofuran). Reported procedure: In a nitrogen atmosphere, (5-methyl-2-thienylethynyl)trimethylsilane (1.0 g, 5.2 mmol) was added to a hexane solution (1.0 mol/L) containing diisobutylaluminum (6.0 ml, 6.0 mmol), followed by stirring at room temperature for 24 hours. The mixture was added to a tetrahydrofuran solution, which contained Pd(PPh3)4 (0.3 g, 0.26 mmol), zinc chloride (1.0 g, 7.3 mmol), and p-methoxyiodobenzene (1.7 g, 7.3 mmol), and which had independently been prepared in another container, followed by stirring in a... Product: COC1=CC=C(C=C1)/C(=C/C=1SC(=CC1)C)/[Si](C)(C)C ((Z)-(1-(4-methoxyphenyl)-2-(5-methyl-2-thienyl)-ethenyl)trimethylsilane). As a reaction SMILES: [CH3:1][C:2]1[S:6][C:5]([C:7]#[C:8][Si:9]([CH3:12])([CH3:11])[CH3:10])=[CH:4][CH:3]=1.CCCCCC.C([Al]CC(C)C)C(C)C.[CH3:28][O:29][C:30]1[CH:35]=[CH:34][C:33](I)=[CH:32][CH:31]=1>C1C=CC([P]([Pd]([P](C2C=CC=CC=2)(C2C=CC=CC=2)C2C=CC=CC=2)([P](C2C=CC=CC=2)(C2C=CC=CC=2)C2C=CC=CC=2)[P](C2C=CC=CC=2)(C2C=CC=CC=2)C2C=CC=CC=2)(C2C=CC=CC=2)C2C=CC=CC=2)=CC=1.[Cl-].[Zn+2].[Cl-].O.O1CCCC1>[CH3:28][O:29][C:30]1[CH:35]=[CH:34][C:33](/[C:8](/[Si:9]([CH3:10])([CH3:12])[CH3:11])=[CH:7]/[C:5]2[S:6][C:2]([CH3:1])=[CH:3][CH:4]=2)=[CH:32][CH:31]=1 |f:5.6.7,^1:19,40,42,61,80|. Reactants: COC1=CC=C(C=C1)I (p-methoxyiodobenzene), CC1=CC=C(S1)C#C[Si](C)(C)C ((5-methyl-2-thienylethynyl)trimethylsilane), CCCCCC (hexane), C(C(C)C)[Al]CC(C)C (diisobutylaluminum). Reactants: C(#N)C=1C(N(N=CC1C)CC1=CC=C(C=C1)OC)=O (4-cyano-2-(4-methoxybenzyl)-5-methyl-3-pyridazinone), O (water), [OH-].[K+] (KOH). Product: C(=O)(O)C=1C(N(N=CC1C)CC1=CC=C(C=C1)OC)=O (4-Carboxy-2-(4-methoxybenzyl)-5-methyl-3-pyridazinone). RXN SMILES: [C:1]([C:3]1[C:4](=[O:19])[N:5]([CH2:10][C:11]2[CH:16]=[CH:15][C:14]([O:17][CH3:18])=[CH:13][CH:12]=2)[N:6]=[CH:7][C:8]=1[CH3:9])#N.[OH-:20].[K+].[OH2:22]>>[C:1]([C:3]1[C:4](=[O:19])[N:5]([CH2:10][C:11]2[CH:16]=[CH:15][C:14]([O:17][CH3:18])=[CH:13][CH:12]=2)[N:6]=[CH:7][C:8]=1[CH3:9])([OH:22])=[O:20] |f:1.2|. Procedure: To a stirred suspension of 4-cyano-2-(4-methoxybenzyl)-5-methyl-3-pyridazinone (0.51 g, 2.0 mmol) in water was added 5N aqueous KOH (2.61 mL). The mixture was heated under reflux for 24 hours. The mixture was cooled, filtered, and acidified with 10% HCl. The solid 4-carboxy-2-(4-methoxybenzyl)-5-methyl-3-pyridazinone was collected by filtration (0.54 g, 2.0 mmol, 100%).